Dataset: the Open Reaction Database (ORD), a public repository of structured organic reaction records. Task: describe an organic reaction: reactants, conditions, products, and yield Reactants: BrCC(=O)C1=CC=2CC3=CC=CC=C3C2C=C1 (2-(bromoacetyl)fluorene), ice, O (water), [OH-].[Na+] (sodium hydroxide), CC=1NC=CN1 (2-methylimidazole), Cl (hydrochloric acid). Run in CN(C=O)C (dimethylformamide), CN(C=O)C (dimethylformamide), C(C)OCC (diethyl ether). Conditions: time 8 hour. Product: Cl.C1=C(C=CC=2C3=CC=CC=C3CC12)C(CN1C(=NC=C1)C)=O (1-(9H-fluoren-2-yl)-2-(2-methyl-1H-imidazol-1-yl)ethanone hydrochloride). As a reaction SMILES: Br[CH2:2][C:3]([C:5]1[CH:17]=[CH:16][C:15]2[C:14]3[C:9](=[CH:10][CH:11]=[CH:12][CH:13]=3)[CH2:8][C:7]=2[CH:6]=1)=[O:4].[CH3:18][C:19]1[NH:20][CH:21]=[CH:22][N:23]=1.O.[OH-].[Na+].[ClH:27]>C(OCC)C.CN(C)C=O>[ClH:27].[CH:6]1[C:7]2[CH2:8][C:9]3[C:14](=[CH:13][CH:12]=[CH:11][CH:10]=3)[C:15]=2[CH:16]=[CH:17][C:5]=1[C:3](=[O:4])[CH2:2][N:20]1[CH:21]=[CH:22][N:23]=[C:19]1[CH3:18] |f:3.4,8.9|. Procedure details: A solution of 12.0 g. of 2-(bromoacetyl)fluorene in 150 ml. of dimethylformamide was added to an ice-cooled solution of 24 g. of 2-methylimidazole in 150 ml. of dimethylformamide. The mixture was allowed to warm to room temperature and was stirred overnight. The reaction mixture was poured into water containing one equivalent of sodium hydroxide. The resulting precipitate was filtered and the filtrate was extracted with ethyl acetate. The ethyl acetate solution was washed first with water and th... Starting materials: C[C@@]1(CC[C@@H]2CN(C[C@@H]21)C2=NC(=CC=C2)C(F)(F)F)NC(C2=CC=CC=C2)=O (N-{(3aR,4S,6aS)-4-methyl-2-[6-(trifluoromethyl)pyridin-2-yl]octahydrocyclopenta[c]pyrrol-4-yl}benzamide), solution. Solvent: O1CCCC1 (tetrahydrofuran). Reaction conditions: temperature 80 celsius, time 1 hour. The product is C(C1=CC=CC=C1)N[C@]1(CC[C@@H]2CN(C[C@@H]21)C2=NC(=CC=C2)C(F)(F)F)C ((3aR,4S,6aS)—N-benzyl-4-methyl-2-[6-(trifluoromethyl)pyridin-2-yl]octahydrocyclopenta[c]pyrrol-4-amine). RXN SMILES: [CH3:1][C@@:2]1([NH:20][C:21](=O)[C:22]2[CH:27]=[CH:26][CH:25]=[CH:24][CH:23]=2)[C@@H:9]2[C@@H:5]([CH2:6][N:7]([C:10]3[CH:15]=[CH:14][CH:13]=[C:12]([C:16]([F:19])([F:18])[F:17])[N:11]=3)[CH2:8]2)[CH2:4][CH2:3]1>O1CCCC1>[CH2:21]([NH:20][C@:2]1([CH3:1])[C@@H:9]2[C@@H:5]([CH2:6][N:7]([C:10]3[CH:15]=[CH:14][CH:13]=[C:12]([C:16]([F:19])([F:17])[F:18])[N:11]=3)[CH2:8]2)[CH2:4][CH2:3]1)[C:22]1[CH:27]=[CH:26][CH:25]=[CH:24][CH:23]=1. Reported procedure: To a solution of N-{(3aR,4S,6aS)-4-methyl-2-[6-(trifluoromethyl)pyridin-2-yl]octahydrocyclopenta[c]pyrrol-4-yl}benzamide (180 mg, 0.462 mmol) from Example 15 in tetrahydrofuran (1 mL) was added dropwise borane tetrahydrofuran complex solution (1.387 mL, 1.387 mmol). The reaction was heated at 80° C. for 3 hours, quenched with 2 N HCl (0.5 mL) and then stirred for 1 hour. The reaction mixture was neutralized with aqueous sodium bicarbonate and extracted with dichloromethane. The combined organic ...